From a dataset of the Open Reaction Database (ORD), a public repository of structured organic reaction records. describe an organic reaction: reactants, conditions, products, and yield The reactants are O=C([O-])[O-], CCCCI, COc1cc2nccc(Oc3ccc(O)cc3C(C)=O)c2cc1OC, CN(C)C=O, [K+], [K+]. The product is CCCCOc1ccc(Oc2ccnc3cc(OC)c(OC)cc23)c(C(C)=O)c1. Reaction SMILES: [C:31](=[O:32])([O-:33])[O-:34].[CH2:26]([CH2:27][CH2:28][CH3:29])[I:30].[CH3:1][O:2][c:3]1[cH:4][c:5]2[c:6]([O:15][c:16]3[c:17]([C:23]([CH3:24])=[O:25])[cH:18][c:19]([OH:22])[cH:20][cH:21]3)[cH:7][cH:8][n:9][c:10]2[cH:11][c:12]1[O:13][CH3:14].[CH3:37][N:38]([CH3:39])[CH:40]=[O:41].[K+:35].[K+:36]>>[CH3:1][O:2][c:3]1[cH:4][c:5]2[c:6]([O:15][c:16]3[c:17]([C:23]([CH3:24])=[O:25])[cH:18][c:19]([O:22][CH2:26][CH2:27][CH2:28][CH3:29])[cH:20][cH:21]3)[cH:7][cH:8][n:9][c:10]2[cH:11][c:12]1[O:13][CH3:14]. Starting materials: O=C1CCC(=O)N1Br, ClC(Cl)(Cl)Cl, CC(C)(C#N)N=NC(C)(C)C#N, Cc1ccc(-c2ccccn2)cc1. Yields the product BrCc1ccc(-c2ccccn2)cc1. Reaction SMILES: [Br:14][N:15]1[C:16](=[O:17])[CH2:18][CH2:19][C:20]1=[O:21].[Cl:34][C:35]([Cl:36])([Cl:37])[Cl:38].[N:22]([C:23]([CH3:24])([CH3:25])[C:26]#[N:27])=[N:28][C:29]([CH3:30])([CH3:31])[C:32]#[N:33].[n:1]1[c:2](-[c:7]2[cH:8][cH:9][c:10]([CH3:13])[cH:11][cH:12]2)[cH:3][cH:4][cH:5][cH:6]1>>[n:1]1[c:2](-[c:7]2[cH:8][cH:9][c:10]([CH2:13][Br:14])[cH:11][cH:12]2)[cH:3][cH:4][cH:5][cH:6]1.